This data is from the Open Reaction Database (ORD), a public repository of structured organic reaction records. The task is: describe an organic reaction: reactants, conditions, products, and yield The product is COC1OC(COCc2ccc(Cl)cc2Cl)C(OCc2ccc(Cl)cc2Cl)C1=O. RXN SMILES: [CH3:42][C:43]1([CH3:52])[N:44]([O:45])[C:46]([CH3:47])([CH3:48])[CH2:49][CH2:50][CH2:51]1.[Cl:1][c:2]1[c:3]([CH2:4][O:5][CH2:6][CH:7]2[CH:8]([O:15][CH2:16][c:17]3[c:18]([Cl:24])[cH:19][c:20]([Cl:23])[cH:21][cH:22]3)[CH:9]([OH:14])[CH:10]([O:12][CH3:13])[O:11]2)[cH:25][cH:26][c:27]([Cl:29])[cH:28]1.[Cl:30][n:31]1[c:32](=[O:33])[n:34]([Cl:35])[c:36](=[O:37])[n:38]([Cl:39])[c:40]1=[O:41].[Cl:53][CH2:54][Cl:55]>>[Cl:1][c:2]1[c:3]([CH2:4][O:5][CH2:6][CH:7]2[CH:8]([O:15][CH2:16][c:17]3[c:18]([Cl:24])[cH:19][c:20]([Cl:23])[cH:21][cH:22]3)[C:9](=[O:14])[CH:10]([O:12][CH3:13])[O:11]2)[cH:25][cH:26][c:27]([Cl:29])[cH:28]1. Starting materials: CC1(C)CCCC(C)(C)N1O, COC1OC(COCc2ccc(Cl)cc2Cl)C(OCc2ccc(Cl)cc2Cl)C1O, O=c1n(Cl)c(=O)n(Cl)c(=O)n1Cl, ClCCl. Reactants: CC(Oc1ccc(Cl)cn1)C1CN(Cc2ccccc2)CC1c1ccc(Cl)c(F)c1, Cc1ccccc1, CCN(C(C)C)C(C)C, CC(Cl)OC(=O)Cl. The product is CC(Oc1ccc(Cl)cn1)C1CNCC1c1ccc(Cl)c(F)c1. RXN SMILES: [CH2:1]([c:2]1[cH:3][cH:4][cH:5][cH:6][cH:7]1)[N:8]1[CH2:9][CH:10]([CH:21]([CH3:22])[O:23][c:24]2[n:25][cH:26][c:27]([Cl:30])[cH:28][cH:29]2)[CH:11]([c:13]2[cH:14][c:15]([F:20])[c:16]([Cl:19])[cH:17][cH:18]2)[CH2:12]1.[CH3:47][c:48]1[cH:49][cH:50][cH:51][cH:52][cH:53]1.[CH:38]([N:39]([CH2:40][CH3:41])[CH:42]([CH3:43])[CH3:44])([CH3:45])[CH3:46].[Cl:31][C:32]([O:33][CH:34]([Cl:35])[CH3:36])=[O:37]>>[NH:8]1[CH2:9][CH:10]([CH:21]([CH3:22])[O:23][c:24]2[n:25][cH:26][c:27]([Cl:30])[cH:28][cH:29]2)[CH:11]([c:13]2[cH:14][c:15]([F:20])[c:16]([Cl:19])[cH:17][cH:18]2)[CH2:12]1. Starting materials: ClC=1C=CC(=C(C1)C(C)NC1=C(C=CC(=C1)N1CCNCC1)S(=O)(=O)C)OC (N-(1-(5-chloro-2-methoxyphenyl)ethyl)-2-(methylsulfonyl)-5-(piperazin-1-yl)benzenamine), Cl (HCl). Solvent: ClCCl (dichloromethane), CCOCC (ether). Reaction conditions: time 1 hour. Yields the product Cl.ClC=1C=CC(=C(C1)C(C)NC1=C(C=CC(=C1)N1CCNCC1)S(=O)(=O)C)OC (N-(1-(5-Chloro-2-methoxyphenyl)ethyl)-2-(methylsulfonyl)-5-(piperazin-1-yl)benzenamine hydrochloride). Isolated yield 200.0%. As a reaction SMILES: [Cl:1][C:2]1[CH:3]=[CH:4][C:5]([O:27][CH3:28])=[C:6]([CH:8]([NH:10][C:11]2[CH:16]=[C:15]([N:17]3[CH2:22][CH2:21][NH:20][CH2:19][CH2:18]3)[CH:14]=[CH:13][C:12]=2[S:23]([CH3:26])(=[O:25])=[O:24])[CH3:9])[CH:7]=1.Cl>ClCCl.CCOCC>[ClH:1].[Cl:1][C:2]1[CH:3]=[CH:4][C:5]([O:27][CH3:28])=[C:6]([CH:8]([NH:10][C:11]2[CH:16]=[C:15]([N:17]3[CH2:18][CH2:19][NH:20][CH2:21][CH2:22]3)[CH:14]=[CH:13][C:12]=2[S:23]([CH3:26])(=[O:24])=[O:25])[CH3:9])[CH:7]=1 |f:4.5|. Reported procedure: To a solution of N-(1-(5-chloro-2-methoxyphenyl)ethyl)-2-(methylsulfonyl)-5-(piperazin-1-yl)benzenamine (15.0 mg, 0.04 mmol) in dichloromethane (1 mL) was added 10 mL of 1 M HCl in ether. The solution was allowed to stir for 1 h after which a precipitate formed. The solvent was removed by rotary evaporation to collect the title compound (16.0 mg, 0.04 mmol) in 100% yield. 1H NMR (400 MHz, CD3OD): δ 8.10 (s, 1H), 7.55 (s, 1H), 7.30 (d, 1H), 7.21 (q, 1H), 7.02 (d, 1H), 6.39 (d, 1H), 4.66 (m, 1H), ... Starting materials: O=C([O-])O, CC(=O)C1CCN(C(=O)OC(C)(C)C)CC1C, C1CCOC1, CC(C)[N-]C(C)C, C[Si](C)(C)Cl, [Li+], [Na+], O=C1CCC(=O)N1Br. Product: CC1CN(C(=O)OC(C)(C)C)CCC1C(=O)CBr. Reaction SMILES: [C:31](=[O:32])([OH:33])[O-:34].[C:9]([CH3:10])(=[O:11])[CH:12]1[CH:13]([CH3:25])[CH2:14][N:15]([C:18](=[O:19])[O:20][C:21]([CH3:22])([CH3:23])[CH3:24])[CH2:16][CH2:17]1.[CH2:44]1[O:45][CH2:46][CH2:47][CH2:48]1.[CH3:2][CH:3]([N-:4][CH:5]([CH3:6])[CH3:7])[CH3:8].[Cl:26][Si:27]([CH3:28])([CH3:29])[CH3:30].[Li+:1].[Na+:35].[O:36]=[C:37]1[N:38]([Br:43])[C:39](=[O:40])[CH2:41][CH2:42]1>>[C:9]([CH2:10][Br:43])(=[O:11])[CH:12]1[CH:13]([CH3:25])[CH2:14][N:15]([C:18](=[O:19])[O:20][C:21]([CH3:22])([CH3:23])[CH3:24])[CH2:16][CH2:17]1. As a reaction SMILES: [CH3:24][C:25]([O:26][C:27](=[O:28])[CH3:29])=[O:30].[OH2:23].[c:1]1(-[c:7]2[n:8][n:9]3[c:10]([cH:11][cH:12][cH:13][cH:14]3)[c:15]2[CH2:16][C:17]([C:19]([OH:20])=[O:22])=[N:21][OH:18])[cH:2][cH:3][cH:4][cH:5][cH:6]1>>[c:1]1(-[c:7]2[n:8][n:9]3[c:10]([cH:11][cH:12][cH:13][cH:14]3)[c:15]2[CH2:16][C:17]#[N:21])[cH:2][cH:3][cH:4][cH:5][cH:6]1. The product is N#CCc1c(-c2ccccc2)nn2ccccc12. Starting materials: CC(=O)OC(C)=O, O, O=C(O)C(Cc1c(-c2ccccc2)nn2ccccc12)=NO. Reaction SMILES: [C:19].[CH3:21][CH2:22][OH:23].[Pd:20].[n:1]1([CH2:6][CH2:7][CH2:8][C:9](=[O:10])[O:11][CH2:12][c:13]2[cH:14][cH:15][cH:16][cH:17][cH:18]2)[cH:2][n:3][cH:4][cH:5]1>>[n:1]1([CH2:6][CH2:7][CH2:8][C:9](=[O:10])[OH:11])[cH:2][n:3][cH:4][cH:5]1. Yields the product O=C(O)CCCn1ccnc1. The reactants are C, CCO, [Pd], O=C(CCCn1ccnc1)OCc1ccccc1. Reactants: COC(=O)c1cc(OCc2ccccc2)c2c(Cl)cc(Cl)cc2n1, CCO, Cl, [Na+], [OH-], O. The product is O=C(O)c1cc(OCc2ccccc2)c2c(Cl)cc(Cl)cc2n1. RXN SMILES: [CH3:1][O:2][C:3](=[O:4])[c:5]1[n:6][c:7]2[cH:8][c:9]([Cl:24])[cH:10][c:11]([Cl:23])[c:12]2[c:13]([O:15][CH2:16][c:17]2[cH:18][cH:19][cH:20][cH:21][cH:22]2)[cH:14]1.[CH3:28][CH2:29][OH:30].[ClH:27].[Na+:26].[OH-:25].[OH2:31]>>[O:2]=[C:3]([OH:4])[c:5]1[n:6][c:7]2[cH:8][c:9]([Cl:24])[cH:10][c:11]([Cl:23])[c:12]2[c:13]([O:15][CH2:16][c:17]2[cH:18][cH:19][cH:20][cH:21][cH:22]2)[cH:14]1. The reactants are N=1C=CN2C1CCCC2 (5,6,7,8-tetrahydroimidazo[1,2-a]pyridine), BrN1C(CCC1=O)=O (N-bromosuccinimide). Solvent: C(Cl)(Cl)(Cl)Cl (carbon tetrachloride). Product: BrC1=CN=C2N1CCCC2 (3-bromo-5,6,7,8-tetrahydroimidazo[1,2-a]pyridine). The yield is 25.1%. As a reaction SMILES: [N:1]1[CH:2]=[CH:3][N:4]2[CH2:9][CH2:8][CH2:7][CH2:6][C:5]=12.[Br:10]N1C(=O)CCC1=O>C(Cl)(Cl)(Cl)Cl>[Br:10][C:3]1[N:4]2[CH2:9][CH2:8][CH2:7][CH2:6][C:5]2=[N:1][CH:2]=1. Reported procedure: 375 mg of the 5,6,7,8-tetrahydroimidazo[1,2-a]pyridine [44-1] was dissolved in 10 mL of carbon tetrachloride, then 546 mg of N-bromosuccinimide was added, and the mixture was heated for 30 minutes under reflux. The reaction mixture was concentrated under reduced pressure, and the residue was purified by silica gel column chromatography and then by preparative thin-layer chromatography sequentially, to obtain 155 mg of 3-bromo-5,6,7,8-tetrahydroimidazo[1,2-a]pyridine [44-2] as a pale yellow solid... Reactants: C(C=C)(=O)O (acrylic acid), C(C)(=O)OC(C)=O (acetic anhydride), C(C)(=O)O (acetic acid). Conditions: time 5 hour. Product: C(C=C)(=O)OC(C=C)=O (acrylic anhydride). Yield: 75.0%. As a reaction SMILES: [C:1]([OH:5])(=[O:4])[CH:2]=[CH2:3].C([O:9][C:10](=O)[CH3:11])(=O)C.[C:13](O)(=O)C>>[C:1]([O:5][C:10](=[O:9])[CH:11]=[CH2:13])(=[O:4])[CH:2]=[CH2:3]. Reported procedure: In this example, the mole ratio between acrylic acid and acetic anhydride is equal to 1.5. The reaction mixture is subjected to stirring and, throughout the reaction which lasts for 5 hours, the acetic acid is drawn off under a pressure of 100 mmHg, the temperature being 85° C. at the beginning of the reaction and 95° C. at the end of the reaction. In addition, during the reaction and during the distillation, 500 ppm of copper sulphate and 500 ppm of phenothiazine are gradually introduced into t... Product: C1(CC1)CN1CC=2N=C(N=C(C2C1)N1[C@H](COCC1)C)C1=CC=C(C=C1)NC(=O)NC ((S)-1-(4-(6-(cyclopropylmethyl)-4-(3-methylmorpholino)-6,7-dihydro-5H-pyrrolo[3,4-d]pyrimidin-2-yl)phenyl)-3-methylurea). Reactants: ClC=1N=C(C2=C(N1)CN(C2)CC2CC2)N2[C@H](COCC2)C ((S)-4-(2-chloro-6-(cyclopropylmethyl)-6,7-dihydro-5H-pyrrolo[3,4-d]pyrimidin-4-yl)-3-methylmorpholine), ClC=1N=C(C2=C(N1)CN(C2)CC2CC2)N2[C@H](COCC2)C ((S)-4-(2-chloro-6-(cyclopropylmethyl)-6,7-dihydro-5H-pyrrolo[3,4-d]pyrimidin-4-yl)-3-methylmorpholine), CNC(=O)NC1=CC=C(C=C1)B1OC(C(O1)(C)C)(C)C (1-methyl-3-(4-(4,4,5,5-tetramethyl-1,3,2-dioxaborolan-2-yl)phenyl)urea), Pd(PPh3)2(Cl)2, C(=O)([O-])[O-].[Na+].[Na+] (Na2CO3). Reaction conditions: temperature 130 celsius. RXN SMILES: Cl[C:2]1[N:3]=[C:4]([N:15]2[CH2:20][CH2:19][O:18][CH2:17][C@@H:16]2[CH3:21])[C:5]2[CH2:10][N:9]([CH2:11][CH:12]3[CH2:14][CH2:13]3)[CH2:8][C:6]=2[N:7]=1.[CH3:22][NH:23][C:24]([NH:26][C:27]1[CH:32]=[CH:31][C:30](B2OC(C)(C)C(C)(C)O2)=[CH:29][CH:28]=1)=[O:25].C([O-])([O-])=O.[Na+].[Na+]>COCCOC.CCO.O>[CH:12]1([CH2:11][N:9]2[CH2:10][C:5]3[C:4]([N:15]4[CH2:20][CH2:19][O:18][CH2:17][C@@H:16]4[CH3:21])=[N:3][C:2]([C:30]4[CH:29]=[CH:28][C:27]([NH:26][C:24]([NH:23][CH3:22])=[O:25])=[CH:32][CH:31]=4)=[N:7][C:6]=3[CH2:8]2)[CH2:14][CH2:13]1 |f:2.3.4,5.6.7|. Procedure: To a solution of (S)-4-(2-chloro-6-(cyclopropylmethyl)-6,7-dihydro-5H-pyrrolo[3,4-d]pyrimidin-4-yl)-3-methylmorpholine (intermediate 8) (50 mg, 0.16 mmol) and 1-methyl-3-(4-(4,4,5,5-tetramethyl-1,3,2-dioxaborolan-2-yl)phenyl)urea (407 mg, 0.39 mmol) in DME/EtOH/H2O (7:3:2) (5 mL) was added Pd(PPh3)2(Cl)2 (7 mg, 0.008 mmol) and Na2CO3 (26 mg, 0.24 mmol). The reaction mixture was then heated by microwave at 130° C. for 30 minutes. The crude reaction mixture was then partitioned between water and E... Isolated yield 51.5%. The solvent is COCCOC.CCO.O (DME EtOH H2O).